The task is: describe an organic reaction: reactants, conditions, products, and yield. This data is from the Open Reaction Database (ORD), a public repository of structured organic reaction records. Reactants: sulphonyl halide, CS(=O)(=O)Cl (methanesulfonyl chloride), C=1(C(=CC=CC1)S(=O)(=O)Cl)C (toluenesulfonyl chloride), C(C1=CC=CC=C1)S(=O)(=O)Cl (benzylsufonyl chloride), compound 5, N1=CC=CC=C1 (pyridine), ClCCl (dichloromethane). The solvent is C(C)N(CC)CC (triethyl amine), CN(C)C=O (DMF), C1CCOC1 (THF). The product is ClC(C)Cl (dichloroethane), C(C)(C)N(CC)C(C)C (diisopropyl ethyl amine), 4′-OSO2R′. Reaction SMILES: CS(Cl)(=O)=O.[C:6]1(C)C(S(Cl)(=O)=O)=C[CH:9]=[CH:10][CH:11]=1.C(S(Cl)(=O)=O)[C:18]1[CH:23]=[CH:22]C=CC=1.[N:28]1C=CC=[CH:30][CH:29]=1.[Cl:34][CH2:35][Cl:36]>C(N(CC)CC)C.CN(C=O)C.C1COCC1>[Cl:34][CH:35]([Cl:36])[CH3:6].[CH:23]([N:28]([CH:10]([CH3:9])[CH3:11])[CH2:29][CH3:30])([CH3:22])[CH3:18]. Procedure details: In yet another process of the invention for the preparation of the compounds of Formula I, compound 5 of Scheme 2 is reacted with a sulphonyl halide such as methanesulfonyl chloride, toluenesulfonyl chloride, benzylsufonyl chloride and the like in an aprotic solvent such as pyridine, dichloromethane, dichloroethane, THF, DMF and the like optionally in the presence of a base such as triethyl amine, diisopropyl ethyl amine and the like at −78° C. to room temperature to provide the 4′-OSO2R′ interm...